This data is from the Open Reaction Database (ORD), a public repository of structured organic reaction records. The task is: describe an organic reaction: reactants, conditions, products, and yield Reactants: FC1=CC2=C(SC=C2C)C=C1 (5-Fluoro-3-methyl-benzo[b]thiophene), BrN1C(CCC1=O)=O (N-bromo succinimide), CCCCCC (hexane). The reagents and catalysts are C(C1=CC=CC=C1)(=O)OOC(C1=CC=CC=C1)=O (benzoyl peroxide). The solvent is C(Cl)(Cl)(Cl)Cl (CCl4). The product is BrCC=1C2=C(SC1)C=CC(=C2)F (3-Bromomethyl-5-fluoro-benzo[b]thiophene). Yield: 51.8%. RXN SMILES: [F:1][C:2]1[CH:11]=[CH:10][C:5]2[S:6][CH:7]=[C:8]([CH3:9])[C:4]=2[CH:3]=1.[Br:12]N1C(=O)CCC1=O.CCCCCC>C(Cl)(Cl)(Cl)Cl.C(OOC(=O)C1C=CC=CC=1)(=O)C1C=CC=CC=1>[Br:12][CH2:9][C:8]1[C:4]2[CH:3]=[C:2]([F:1])[CH:11]=[CH:10][C:5]=2[S:6][CH:7]=1. Procedure: 5-Fluoro-3-methyl-benzo[b]thiophene (1.7 g, 10.24 mmol) was reacted with N-bromo succinimide (2 g, 1126 mmol) and benzoyl peroxide (2 mg) in CCl4 (15 mL). The resulting reaction mass was refluxed using photoelectric radiation. The reaction was monitored by TLC (100% hexane). The reaction mass was quenched with water and separated the CCl4 layer. The aqueous layer was extracted with chloroform and the organic layer was washed with water, brine solution, dried over anhydrous sodium sulphate and co... Starting materials: CC(C)(C)OC(=O)N1CCN(c2ccc(N)nc2)CC1, Cc1ccccc1, Cc1cc(=O)n(C2CCCC2)c2nc(S(C)=O)ncc12. Product: Cc1cc(=O)n(C2CCCC2)c2nc(Nc3ccc(N4CCN(C(=O)OC(C)(C)C)CC4)cn3)ncc12. RXN SMILES: [C:21]([CH3:22])([CH3:23])([CH3:24])[O:25][C:26](=[O:27])[N:28]1[CH2:29][CH2:30][N:31]([c:34]2[cH:35][n:36][c:37]([NH2:40])[cH:38][cH:39]2)[CH2:32][CH2:33]1.[CH3:41][c:42]1[cH:43][cH:44][cH:45][cH:46][cH:47]1.[CH:1]1([n:6]2[c:7](=[O:20])[cH:8][c:9]([CH3:19])[c:10]3[c:11]2[n:12][c:13]([S:16]([CH3:17])=[O:18])[n:14][cH:15]3)[CH2:2][CH2:3][CH2:4][CH2:5]1>>[CH:1]1([n:6]2[c:7](=[O:20])[cH:8][c:9]([CH3:19])[c:10]3[c:11]2[n:12][c:13]([NH:40][c:37]2[n:36][cH:35][c:34]([N:31]4[CH2:30][CH2:29][N:28]([C:26]([O:25][C:21]([CH3:22])([CH3:23])[CH3:24])=[O:27])[CH2:33][CH2:32]4)[cH:39][cH:38]2)[n:14][cH:15]3)[CH2:2][CH2:3][CH2:4][CH2:5]1. Reactants: ClC1=C(C(=CC(=C1)C(F)(F)F)[N+](=O)[O-])OC (1-Chloro-2-methoxy-3-nitro-5-trifluoromethylbenzene), Cl (Hydrochloric acid). The reagents and catalysts are [Pd] (Pd/C). Run in CO (MeOH). Yields the product ClC=1C(=C(N)C=C(C1)C(F)(F)F)OC (3-Chloro-2-methoxy-5-trifluoromethylaniline). Isolated yield 101.1%. As a reaction SMILES: [Cl:1][C:2]1[CH:7]=[C:6]([C:8]([F:11])([F:10])[F:9])[CH:5]=[C:4]([N+:12]([O-])=O)[C:3]=1[O:15][CH3:16].Cl>CO.[Pd]>[Cl:1][C:2]1[C:3]([O:15][CH3:16])=[C:4]([CH:5]=[C:6]([C:8]([F:11])([F:10])[F:9])[CH:7]=1)[NH2:12]. Procedure: 1-Chloro-2-methoxy-3-nitro-5-trifluoromethylbenzene (3.46 g, 13.5 mmol) was dissolved in MeOH (74 mL). Hydrochloric acid (2M, 13 mL, 26 mmol) and Pd/C (10%, 0.44 g) was added. Hydrogenation at atmospheric pressure and at room temperature for 1 h 30 min, filtration and evaporation of the solvent gave a crude product. Purification by flash chromatography (SiO2, CH2Cl2 -hexane 1:2 followed by EtOAc-NH3 100:0.1) yielded the title compound (3.08 g) as an oil. 1H NMR (CDCl3): 7.00 (J 1.8 Hz, 1H), 6.85... Reactants: O=C1N(C(C2=CC=CC=C12)=O)CC(CC(=O)OC)=O (methyl 4-(1,3-dioxo-1,3-dihydro-isoindol-2-yl)-3-oxo-butyrate), CNN (methylhydrazine). Run in C(C)O (ethanol). Run at time 5 hour. Yields the product OC1=CC(=NN1C)CN1C(C2=CC=CC=C2C1=O)=O (2-(5-hydroxy-1-methyl-1H-pyrazol-3-ylmethyl)-isoindol-1,3-dione). Yield: 80.3%. Reaction SMILES: [O:1]=[C:2]1[C:10]2[C:5](=[CH:6][CH:7]=[CH:8][CH:9]=2)[C:4](=[O:11])[N:3]1[CH2:12][C:13](=O)[CH2:14][C:15]([O:17]C)=O.[CH3:20][NH:21][NH2:22]>C(O)C>[OH:17][C:15]1[N:21]([CH3:20])[N:22]=[C:13]([CH2:12][N:3]2[C:2](=[O:1])[C:10]3[C:5](=[CH:6][CH:7]=[CH:8][CH:9]=3)[C:4]2=[O:11])[CH:14]=1. Procedure details: 10.0 g methyl 4-(1,3-dioxo-1,3-dihydro-isoindol-2-yl)-3-oxo-butyrate are dissolved at 60° C. in 200 ml of ethanol and 1.94 g methylhydrazine are added. The reaction mixture is cooled and stirred further at ambient temperature. After 5 hours the precipitated substance is suction filtered and washed with ethanol. 7.91 g of the product are obtained as a powder. The reactants are C(C)(C)(C)C1=CC(=C(C=N1)C=1N([C@]([C@](N1)(C)C1=CC=C(C=C1)Cl)(C)C1=CC=C(C=C1)Cl)C(=O)Cl)OCC ((4S,5R)-2-(6-tert-butyl-4-ethoxy-pyridin-3-yl)-4,5-bis-(4-chloro-phenyl)-4,5-dimethyl-4,5-dihydro-imidazole-1-carbonyl chloride), N1(CCNCC1)CCCC#N (4-piperazin-1-yl-butyronitrile). The product is C(C)(C)(C)C1=CC(=C(C=N1)C=1N([C@]([C@](N1)(C)C1=CC=C(C=C1)Cl)(C)C1=CC=C(C=C1)Cl)C(=O)N1CCN(CC1)CCCC#N)OCC (4-{4-[(4S,5R)-2-(6-tert-Butyl-4-ethoxy-pyridin-3-yl)-4,5-bis-(4-chloro-phenyl)-4,5-dimethyl-4,5-dihydro-imidazole-1-carbonyl]-piperazin-1-yl}-butyronitrile). As a reaction SMILES: [C:1]([C:5]1[N:10]=[CH:9][C:8]([C:11]2[N:12]([C:32](Cl)=[O:33])[C@@:13]([C:25]3[CH:30]=[CH:29][C:28]([Cl:31])=[CH:27][CH:26]=3)([CH3:24])[C@@:14]([C:17]3[CH:22]=[CH:21][C:20]([Cl:23])=[CH:19][CH:18]=3)([CH3:16])[N:15]=2)=[C:7]([O:35][CH2:36][CH3:37])[CH:6]=1)([CH3:4])([CH3:3])[CH3:2].[N:38]1([CH2:44][CH2:45][CH2:46][C:47]#[N:48])[CH2:43][CH2:42][NH:41][CH2:40][CH2:39]1>>[C:1]([C:5]1[N:10]=[CH:9][C:8]([C:11]2[N:12]([C:32]([N:41]3[CH2:42][CH2:43][N:38]([CH2:44][CH2:45][CH2:46][C:47]#[N:48])[CH2:39][CH2:40]3)=[O:33])[C@@:13]([C:25]3[CH:30]=[CH:29][C:28]([Cl:31])=[CH:27][CH:26]=3)([CH3:24])[C@@:14]([C:17]3[CH:18]=[CH:19][C:20]([Cl:23])=[CH:21][CH:22]=3)([CH3:16])[N:15]=2)=[C:7]([O:35][CH2:36][CH3:37])[CH:6]=1)([CH3:3])([CH3:2])[CH3:4]. Procedure: In a manner analogous to the method described in examples 8, (4S,5R)-2-(6-tert-butyl-4-ethoxy-pyridin-3-yl)-4,5-bis-(4-chloro-phenyl)-4,5-dimethyl-4,5-dihydro-imidazole-1-carbonyl chloride (example 51) was coupled with 4-piperazin-1-yl-butyronitrile (Aldrich) to give the title compound. HR-MS (ES, m/z) calculated for C37H45Cl2N6O2 [(M+H)+] 675.2976, observed 675.2972. The reactants are BrC=1C=C2CCC(C2=CC1)=O (5-Bromoindan-1-one), C1(CC1)C(C(F)(F)F)(O)C1=CC=C(C=C1)CO (1-cyclopropyl-2,2,2-trifluoro-1-[4-(hydroxymethyl)phenyl]ethanol), ( 3 ). Yields the product OCC=1C=C2CCC(C2=CC1)(O)C(F)(F)F (5-(hydroxymethyl)-1-(trifluoromethyl)indan-1-ol). RXN SMILES: BrC1C=C2C(=CC=1)C(=O)CC2.[CH:12]1([C:15]([C:21]2[CH:26]=[CH:25][C:24]([CH2:27][OH:28])=[CH:23][CH:22]=2)([OH:20])[C:16]([F:19])([F:18])[F:17])[CH2:14]C1>>[OH:28][CH2:27][C:24]1[CH:25]=[C:26]2[C:21](=[CH:22][CH:23]=1)[C:15]([C:16]([F:17])([F:18])[F:19])([OH:20])[CH2:12][CH2:14]2. Procedure: 5-Bromoindan-1-one was treated in a similar manner to Reference examples 41-(1), (2) and (3) to give 5-(hydroxymethyl)-1-(trifluoromethyl)indan-1-ol. Starting materials: Br, CCNC(=O)Nc1cc2c(OCCC3CCCCN3C(=O)OCc3ccccc3)c(-c3cc(C)cc(C)c3)c(=O)[nH]c2cc1Cl, CC(=O)O. Yields the product CCNC(=O)Nc1cc2c(OCCC3CCCCN3)c(-c3cc(C)cc(C)c3)c(=O)[nH]c2cc1Cl. Reaction SMILES: [BrH:46].[CH2:1]([O:2][C:3](=[O:4])[N:11]1[CH:12]([CH2:17][CH2:18][O:19][c:20]2[c:21](-[c:38]3[cH:39][c:40]([CH3:45])[cH:41][c:42]([CH3:44])[cH:43]3)[c:22](=[O:37])[nH:23][c:24]3[cH:25][c:26]([Cl:36])[c:27]([NH:30][C:31](=[O:32])[NH:33][CH2:34][CH3:35])[cH:28][c:29]23)[CH2:13][CH2:14][CH2:15][CH2:16]1)[c:5]1[cH:6][cH:7][cH:8][cH:9][cH:10]1.[CH3:47][C:48](=[O:49])[OH:50]>>[NH:11]1[CH:12]([CH2:17][CH2:18][O:19][c:20]2[c:21](-[c:38]3[cH:39][c:40]([CH3:45])[cH:41][c:42]([CH3:44])[cH:43]3)[c:22](=[O:37])[nH:23][c:24]3[cH:25][c:26]([Cl:36])[c:27]([NH:30][C:31](=[O:32])[NH:33][CH2:34][CH3:35])[cH:28][c:29]23)[CH2:13][CH2:14][CH2:15][CH2:16]1. Starting materials: CC(C)(C)OC(=O)CC(Cc1ccc(-c2ccccc2)cc1)NC(=O)C1(CC(=O)OCc2ccccc2)CCCC1, ClCCl, O=C(O)C(F)(F)F. Yields the product O=C(O)CC(Cc1ccc(-c2ccccc2)cc1)NC(=O)C1(CC(=O)OCc2ccccc2)CCCC1. As a reaction SMILES: [CH2:1]([c:2]1[cH:3][cH:4][cH:5][cH:6][cH:7]1)[O:8][C:9]([CH2:10][C:11]1([C:16](=[O:17])[NH:18][CH:19]([CH2:20][C:21](=[O:22])[O:23][C:24]([CH3:25])([CH3:26])[CH3:27])[CH2:28][c:29]2[cH:30][cH:31][c:32](-[c:35]3[cH:36][cH:37][cH:38][cH:39][cH:40]3)[cH:33][cH:34]2)[CH2:12][CH2:13][CH2:14][CH2:15]1)=[O:41].[Cl:49][CH2:50][Cl:51].[F:42][C:43]([F:44])([F:45])[C:46]([OH:47])=[O:48]>>[CH2:1]([c:2]1[cH:3][cH:4][cH:5][cH:6][cH:7]1)[O:8][C:9]([CH2:10][C:11]1([C:16](=[O:17])[NH:18][CH:19]([CH2:20][C:21](=[O:22])[OH:23])[CH2:28][c:29]2[cH:30][cH:31][c:32](-[c:35]3[cH:36][cH:37][cH:38][cH:39][cH:40]3)[cH:33][cH:34]2)[CH2:12][CH2:13][CH2:14][CH2:15]1)=[O:41].